This data is from the Open Reaction Database (ORD), a public repository of structured organic reaction records. The task is: describe an organic reaction: reactants, conditions, products, and yield Reactants: CO, [Cl-], COc1cc2ncnc(Nc3cccc(Cl)c3)c2c([N+](=O)[O-])c1OC, ClC(Cl)Cl, [NH4+], O. Product: COc1cc2ncnc(Nc3cccc(Cl)c3)c2c(N)c1OC. As a reaction SMILES: [CH3:33][OH:34].[Cl-:26].[Cl:1][c:2]1[cH:3][c:4]([NH:8][c:9]2[n:10][cH:11][n:12][c:13]3[cH:14][c:15]([O:24][CH3:25])[c:16]([O:22][CH3:23])[c:17]([N+:19]([O-:20])=[O:21])[c:18]23)[cH:5][cH:6][cH:7]1.[Cl:29][CH:30]([Cl:31])[Cl:32].[NH4+:27].[OH2:28]>>[Cl:1][c:2]1[cH:3][c:4]([NH:8][c:9]2[n:10][cH:11][n:12][c:13]3[cH:14][c:15]([O:24][CH3:25])[c:16]([O:22][CH3:23])[c:17]([NH2:19])[c:18]23)[cH:5][cH:6][cH:7]1. Starting materials: C(=O)(OC(C)(C)C)N1CCC(CC1)O (N—BOC 4-hydroxypiperidine), [H-].[Na+] (NaH), CC(=O)O (AcOH), ClC1=CC=C(C#N)C=C1 (4-chlorobenzonitrile). Solvent: CN(C)C=O (DMF), CC(C)(C)O (tBuOH). Conditions: temperature 60 celsius. Product: C(C)(C)(C)OC(=O)N1CCC(CC1)OC1=CC=C(C=C1)C#N (4-(4-cyanophenoxy)piperidine-1-carboxylic acid tert-butyl ester). Reaction SMILES: [C:1]([N:8]1[CH2:13][CH2:12][CH:11]([OH:14])[CH2:10][CH2:9]1)([O:3][C:4]([CH3:7])([CH3:6])[CH3:5])=[O:2].[H-].[Na+].Cl[C:18]1[CH:25]=[CH:24][C:21]([C:22]#[N:23])=[CH:20][CH:19]=1.CC(O)=O>CN(C=O)C.CC(O)(C)C>[C:4]([O:3][C:1]([N:8]1[CH2:13][CH2:12][CH:11]([O:14][C:18]2[CH:25]=[CH:24][C:21]([C:22]#[N:23])=[CH:20][CH:19]=2)[CH2:10][CH2:9]1)=[O:2])([CH3:7])([CH3:6])[CH3:5] |f:1.2|. Reported procedure: Step-1: To a stirred solution of N—BOC 4-hydroxypiperidine (7.50 g, 0.0373 mol) in dry DMF (50 mL) was added 95% NaH solid (1.12 g, 0.047 mol) in small portions over 5-10 min. After the evolution of gas had subsided, 4-chlorobenzonitrile (5.18 g, 0.0376 mol) was added in one portion, and the mixture heated to 60° C. overnite. The mixture was diluted with tBuOH (about 5 mL) and neutralized to pH 7 using glacial AcOH. The DMF was concentrated in vacuo, and the crude product chromatographed over a ... Reactants: C(CC(O)(C(=O)[O-])CC(=O)[O-])(=O)[O-] (citrate), C=C(C(=O)O)OP(=O)(O)O (phosphoenolpyruvate), N[C@@H](CCC(=O)[O-])C(=O)[O-] (glutamate). Product: N[C@@H](CCC(=O)O)C(=O)O (L-Glutamic Acid). RXN SMILES: C([O-])(=O)CC(CC([O-])=O)(C([O-])=O)O.C=C(OP(O)(O)=O)C(O)=O.[NH2:24][C@H:25]([C:31]([O-:33])=[O:32])[CH2:26][CH2:27][C:28]([O-:30])=[O:29]>>[NH2:24][C@H:25]([C:31]([OH:33])=[O:32])[CH2:26][CH2:27][C:28]([OH:30])=[O:29]. Procedure: Subsequently, a citrate synthase gene, a phosphoenolpyruvate carboxylase gene and a glutamate dehydrogenase gene derived from Escherichia coli were introduced into the SC17sucA strain.